Dataset: the Open Reaction Database (ORD), a public repository of structured organic reaction records. Task: describe an organic reaction: reactants, conditions, products, and yield Starting materials: ClCCCBr, O=C([O-])[O-], CC(=O)c1ccc(O)cc1O, CC(C)=O, [K+], [K+]. Yields the product CC(=O)c1ccc(OCCCCl)cc1O. As a reaction SMILES: [Br:12][CH2:13][CH2:14][CH2:15][Cl:16].[C:17](=[O:18])([O-:19])[O-:20].[CH3:1][C:2](=[O:3])[c:4]1[cH:5][cH:6][c:7]([OH:8])[cH:9][c:10]1[OH:11].[CH3:23][C:24](=[O:25])[CH3:26].[K+:21].[K+:22]>>[CH3:1][C:2](=[O:3])[c:4]1[cH:5][cH:6][c:7]([O:8][CH2:13][CH2:14][CH2:15][Cl:16])[cH:9][c:10]1[OH:11]. The reactants are C1CCNC1, CCCP(=O)(O)O, CC(C)c1nc2cc(NC(=O)c3c(C(=O)O)cnn3C)ccn2n1, CCN(C(C)C)C(C)C, C1CCOC1. Yields the product CC(C)c1nc2cc(NC(=O)c3c(C(=O)N4CCCC4)cnn3C)ccn2n1. RXN SMILES: [CH2:25]1[CH2:26][CH2:27][NH:28][CH2:29]1.[CH2:30]([P:31]([OH:32])([OH:33])=[O:34])[CH2:35][CH3:36].[CH:1]([CH3:2])([CH3:3])[c:4]1[n:5][n:6]2[c:7]([cH:8][c:9]([NH:12][C:13](=[O:14])[c:15]3[c:16]([C:21](=[O:22])[OH:23])[cH:17][n:18][n:19]3[CH3:20])[cH:10][cH:11]2)[n:24]1.[CH:37]([N:38]([CH:39]([CH3:40])[CH3:41])[CH2:42][CH3:43])([CH3:44])[CH3:45].[O:46]1[CH2:47][CH2:48][CH2:49][CH2:50]1>>[CH:1]([CH3:2])([CH3:3])[c:4]1[n:5][n:6]2[c:7]([cH:8][c:9]([NH:12][C:13](=[O:14])[c:15]3[c:16]([C:21](=[O:22])[N:28]4[CH2:27][CH2:26][CH2:25][CH2:29]4)[cH:17][n:18][n:19]3[CH3:20])[cH:10][cH:11]2)[n:24]1. Starting materials: CC(C)(C)N(C(=O)[O-])C1CCN(CCn2c(=O)cnc3cc(F)c(F)cc32)CC1, ClCCl, NC1CCN(CCn2c(=O)cnc3ccc(F)cc32)CC1, O=C(O)C(F)(F)F. Product: NC1CCN(CCn2c(=O)cnc3cc(F)c(F)cc32)CC1. RXN SMILES: [C:1]([N:5]([C:2](=[O:3])[O-:4])[CH:9]1[CH2:10][CH2:11][N:12]([CH2:15][CH2:16][n:17]2[c:18](=[O:29])[cH:19][n:20][c:21]3[cH:22][c:23]([F:28])[c:24]([F:27])[cH:25][c:26]23)[CH2:13][CH2:14]1)([CH3:6])([CH3:7])[CH3:8].[Cl:58][CH2:59][Cl:60].[NH2:37][CH:38]1[CH2:39][CH2:40][N:41]([CH2:42][CH2:43][n:44]2[c:45]3[c:46]([cH:47][cH:48][c:49]([F:50])[cH:51]3)[n:52][cH:53][c:54]2=[O:55])[CH2:56][CH2:57]1.[OH:30][C:31]([C:32]([F:33])([F:34])[F:35])=[O:36]>>[NH2:5][CH:9]1[CH2:10][CH2:11][N:12]([CH2:15][CH2:16][n:17]2[c:18](=[O:29])[cH:19][n:20][c:21]3[cH:22][c:23]([F:28])[c:24]([F:27])[cH:25][c:26]23)[CH2:13][CH2:14]1. Starting materials: C(C=CC1=CC=CC=C1)(=O)NC(C(=O)OCC)C(=O)C (ethyl 2-cinnamoylaminoacetoacetate). Run in P(=O)(Cl)(Cl)Cl (phosphorus oxychloride). Product: CC1=C(N=C(O1)C=CC1=CC=CC=C1)C(=O)OCC (ethyl 5-methyl-2-styryl-4-oxazolecarboxylate). Reaction SMILES: [C:1]([NH:11][CH:12]([C:18]([CH3:20])=[O:19])[C:13]([O:15][CH2:16][CH3:17])=[O:14])(=O)[CH:2]=[CH:3][C:4]1[CH:9]=[CH:8][CH:7]=[CH:6][CH:5]=1>P(Cl)(Cl)(Cl)=O>[CH3:20][C:18]1[O:19][C:1]([CH:2]=[CH:3][C:4]2[CH:9]=[CH:8][CH:7]=[CH:6][CH:5]=2)=[N:11][C:12]=1[C:13]([O:15][CH2:16][CH3:17])=[O:14]. Procedure details: A mixture of ethyl 2-cinnamoylaminoacetoacetate (5.7 g) and phosphorus oxychloride (40 ml) was heated on an oil bath at 100°-110° C. for 30 minutes and the phosphorus oxychloride was distilled off under reduced pressure. The residue was neutralized with aqueous sodium hydrogen carbonate and extracted with chloroform. The chloroform layer was washed with water and dried over anhydrous magnesium sulfate. The solvent was then distilled off and the residue was treated with hexane to give ethyl 5-met... Starting materials: C(CCC)C=1N=C(NC(C1CC1=CC=C(C=C1)C=1C(=CC=CC1)C#N)=O)C (4′-[(4-butyl-2-methyl-6-oxo-1,6-dihydropyrimidin-5-yl)methyl]biphenyl-2-carbonitrile), C([O-])([O-])=O.[K+].[K+] (potassium carbonate), ClCC=1N=C(SC1)C1=CC=CC=C1 (4-(chloromethyl)-2-phenyl-1,3-thiazole), CN(C=O)C (N,N-dimethylformamide). Run in C(C)(=O)OCC (ethyl acetate). Conditions: temperature 90 celsius, time 2 hour. Yields the product C(CCC)C=1N=C(N(C(C1CC1=CC=C(C=C1)C=1C(=CC=CC1)C#N)=O)CC=1N=C(SC1)C1=CC=CC=C1)C (4′-({4-butyl-2-methyl-6-oxo-1-[(2-phenyl-1,3-thiazol-4-yl)methyl]-1,6-dihydropyrimidin-5-yl}methyl)biphenyl-2-carbonitrile). Isolated yield 66.8%. As a reaction SMILES: [CH2:1]([C:5]1[N:6]=[C:7]([CH3:27])[NH:8][C:9](=[O:26])[C:10]=1[CH2:11][C:12]1[CH:17]=[CH:16][C:15]([C:18]2[C:19]([C:24]#[N:25])=[CH:20][CH:21]=[CH:22][CH:23]=2)=[CH:14][CH:13]=1)[CH2:2][CH2:3][CH3:4].C(=O)([O-])[O-].[K+].[K+].Cl[CH2:35][C:36]1[N:37]=[C:38]([C:41]2[CH:46]=[CH:45][CH:44]=[CH:43][CH:42]=2)[S:39][CH:40]=1.CN(C)C=O>C(OCC)(=O)C>[CH2:1]([C:5]1[N:6]=[C:7]([CH3:27])[N:8]([CH2:35][C:36]2[N:37]=[C:38]([C:41]3[CH:42]=[CH:43][CH:44]=[CH:45][CH:46]=3)[S:39][CH:40]=2)[C:9](=[O:26])[C:10]=1[CH2:11][C:12]1[CH:17]=[CH:16][C:15]([C:18]2[C:19]([C:24]#[N:25])=[CH:20][CH:21]=[CH:22][CH:23]=2)=[CH:14][CH:13]=1)[CH2:2][CH2:3][CH3:4] |f:1.2.3|. Procedure details: A mixture of 4′-[(4-butyl-2-methyl-6-oxo-1,6-dihydropyrimidin-5-yl)methyl]biphenyl-2-carbonitrile (1.22 g), potassium carbonate (0.94 g), 4-(chloromethyl)-2-phenyl-1,3-thiazole (0.71 g) and N,N-dimethylformamide (20 mL) was stirred at 90° C. for 2 hr. The reaction mixture was diluted with ethyl acetate, washed with water and then with saturated brine, and dried over anhydrous magnesium sulfate. The solvent was evaporated under reduced pressure and the residue was purified by silica gel column ch...